Dataset: the Open Reaction Database (ORD), a public repository of structured organic reaction records. Task: describe an organic reaction: reactants, conditions, products, and yield Reactants: IC1=C(C=CC=C1)C(CCCCN1CCC(CC1)C=1C=C(C=CC1)NC(C(C)C)=O)=O (N-(3-{1-[5-(2-iodophenyl)-5-oxopentyl]-4-piperidinyl}phenyl)-2-methylpropanamide), Cl.C1(=CC=CC2=CC=CC=C12)NN (1-naphthylhydrazine hydrochloride). Yields the product IC1=C(C=CC=C1)C=1NC2=C3C(=CC=C2C1CCCN1CCC(CC1)C=1C=C(C=CC1)NC(C(C)C)=O)C=CC=C3 (N-[3-(1-{3-[2-(2-IODOPHENYL)-1H-BENZO[G]INDOL-3-YL]PROPYL}-4-PIPERIDINYL)PHENYL]-2-METHYLPROPANAMIDE). As a reaction SMILES: [I:1][C:2]1[CH:7]=[CH:6][CH:5]=[CH:4][C:3]=1[C:8](=O)[CH2:9][CH2:10][CH2:11][CH2:12][N:13]1[CH2:18][CH2:17][CH:16]([C:19]2[CH:20]=[C:21]([NH:25][C:26](=[O:30])[CH:27]([CH3:29])[CH3:28])[CH:22]=[CH:23][CH:24]=2)[CH2:15][CH2:14]1.Cl.[C:33]1([NH:43]N)[C:42]2[C:37](=[CH:38][CH:39]=[CH:40][CH:41]=2)[CH:36]=[CH:35][CH:34]=1>>[I:1][C:2]1[CH:7]=[CH:6][CH:5]=[CH:4][C:3]=1[C:8]1[NH:43][C:33]2[C:34]([C:9]=1[CH2:10][CH2:11][CH2:12][N:13]1[CH2:18][CH2:17][CH:16]([C:19]3[CH:20]=[C:21]([NH:25][C:26](=[O:30])[CH:27]([CH3:29])[CH3:28])[CH:22]=[CH:23][CH:24]=3)[CH2:15][CH2:14]1)=[CH:35][CH:36]=[C:37]1[CH:38]=[CH:39][CH:40]=[CH:41][C:42]=21 |f:1.2|. Procedure details: Prepared by Procedure E and Scheme M using N-(3-{1-[5-(2-iodophenyl)-5-oxopentyl]-4-piperidinyl}phenyl)-2-methylpropanamide and 1-naphthylhydrazine hydrochloride: ESMS m/e: 656.1 (M+H)+. Reactants: CC#N, Cc1cc(O)c(C(C)C)cc1Cl, O, O=[N+]([O-])O. Product: Cc1c(Cl)cc(C(C)C)c(O)c1[N+](=O)[O-]. As a reaction SMILES: [CH3:17][C:18]#[N:19].[Cl:5][c:6]1[cH:7][c:8]([CH:14]([CH3:15])[CH3:16])[c:9]([OH:13])[cH:10][c:11]1[CH3:12].[OH2:20].[OH:1][N+:2]([O-:3])=[O:4]>>[O-:1][N+:2](=[O:4])[c:10]1[c:9]([OH:13])[c:8]([CH:14]([CH3:15])[CH3:16])[cH:7][c:6]([Cl:5])[c:11]1[CH3:12]. The reactants are ClC1=CC=C(CBr)C=C1 (p-chlorobenzylbromide), [H-].[Na+] (sodium hydrid), O1COCC1.O(C1=CC=CC=C1)C1=CC=C(C=C1)C1(OCC(O1)CO)CN1N=CN=C1 (2-[p-(Phenoxy)-phenyl]-2-(1H-1,2,4-triazolyl-methyl)-4-hydroxymethyl-1,3-dioxolane dioxolane). The solvent is O1CCOCC1 (dioxane), ice water, O1CCOCC1 (dioxane), O1CCOCC1 (dioxane). Yields the product O(C1=CC=CC=C1)C1=CC=C(C=C1)C1(OCC(O1)COCC1=CC=C(C=C1)Cl)CN1N=CN=C1 (2-[p-(Phenoxy)-phenyl]-2-(1H-1,2,4-triazolylmethyl)-4-(p-chlorobenzyloxymethyl)1,3-dioxolane). RXN SMILES: O1CCOC1.[O:6]([C:13]1[CH:18]=[CH:17][C:16]([C:19]2([CH2:26][N:27]3[CH:31]=[N:30][CH:29]=[N:28]3)[O:23][CH:22]([CH2:24][OH:25])[CH2:21][O:20]2)=[CH:15][CH:14]=1)[C:7]1[CH:12]=[CH:11][CH:10]=[CH:9][CH:8]=1.[H-].[Na+].[Cl:34][C:35]1[CH:42]=[CH:41][C:38]([CH2:39]Br)=[CH:37][CH:36]=1>O1CCOCC1>[O:6]([C:13]1[CH:18]=[CH:17][C:16]([C:19]2([CH2:26][N:27]3[CH:31]=[N:30][CH:29]=[N:28]3)[O:23][CH:22]([CH2:24][O:25][CH2:39][C:38]3[CH:41]=[CH:42][C:35]([Cl:34])=[CH:36][CH:37]=3)[CH2:21][O:20]2)=[CH:15][CH:14]=1)[C:7]1[CH:8]=[CH:9][CH:10]=[CH:11][CH:12]=1 |f:0.1,2.3|. Procedure details: 14,1 parts of 2-[p-(Phenoxy)-phenyl]-2-(1H-1,2,4-triazolyl-methyl)-4-hydroxymethyl-1,3-dioxolane dioxolane dissolved in 100 ml absolute dioxane and then 1,8 parts of 55 % sodium hydrid dispersion in 100 ml absolute dioxane are stirred in at room temperature while introducing nitrogen. The mixture is heated 3 hours to 80° C., then cooled to room temperaLure, treated dropwise within 30 minutes with 8,6 parts of p-chlorobenzylbromide dissolved in 50 parts of absolute dioxane. The reaction mixture i... Starting materials: Cc1ccc(CC(=O)OC(C)(C)C)c(OCc2ccccc2)c1, CCO, [H][H], [Pd]. Yields the product Cc1ccc(CC(=O)OC(C)(C)C)c(O)c1. As a reaction SMILES: [C:1]([CH3:2])([CH3:3])([CH3:4])[O:5][C:6]([CH2:7][c:8]1[c:9]([O:15][CH2:16][c:17]2[cH:18][cH:19][cH:20][cH:21][cH:22]2)[cH:10][c:11]([CH3:14])[cH:12][cH:13]1)=[O:23].[CH3:26][CH2:27][OH:28].[H:24][H:25].[Pd:29]>>[C:1]([CH3:2])([CH3:3])([CH3:4])[O:5][C:6]([CH2:7][c:8]1[c:9]([OH:15])[cH:10][c:11]([CH3:14])[cH:12][cH:13]1)=[O:23]. The reactants are CC(C)(C)OC(=O)NC(C=O)Cc1ccccc1, OC1CCNCC1. Product: CC(C)(C)OC(=O)NC(Cc1ccccc1)C(=O)N1CCC(O)CC1. RXN SMILES: [C:1]([CH3:2])([CH3:3])([CH3:4])[O:5][C:6](=[O:7])[NH:8][CH:9]([CH:10]=[O:11])[CH2:12][c:13]1[cH:14][cH:15][cH:16][cH:17][cH:18]1.[OH:19][CH:20]1[CH2:21][CH2:22][NH:23][CH2:24][CH2:25]1>>[C:1]([CH3:2])([CH3:3])([CH3:4])[O:5][C:6](=[O:7])[NH:8][CH:9]([C:10](=[O:11])[N:23]1[CH2:22][CH2:21][CH:20]([OH:19])[CH2:25][CH2:24]1)[CH2:12][c:13]1[cH:14][cH:15][cH:16][cH:17][cH:18]1. Starting materials: CCOC(=O)c1cc2nccnc2cc1C(=O)OCC, [K+], C1COCCO1, [OH-], O. Yields the product O=C1OC(=O)c2cc3nccnc3cc21. As a reaction SMILES: [CH2:1]([O:2][C:4](=[O:5])[c:6]1[cH:7][c:8]2[n:9][cH:10][cH:11][n:12][c:13]2[cH:14][c:15]1[C:16](=[O:17])[O:18][CH2:3][CH3:19])[CH3:20].[K+:22].[O:24]1[CH2:25][CH2:26][O:27][CH2:28][CH2:29]1.[OH-:21].[OH2:23]>>[C:4]1(=[O:5])[c:6]2[cH:7][c:8]3[n:9][cH:10][cH:11][n:12][c:13]3[cH:14][c:15]2[C:16](=[O:17])[O:18]1. Starting materials: ClC=1C=C2C(C(NC2=CC1)=O)(OCC(N1CCN(CC1)C1=NC=CC=C1)=O)C1=C(C=CC=C1)OC (5-chloro-3-(2-methoxyphenyl)-3-[2-oxo-2-(4-pyridin-2-ylpiperazin-1-yl)ethoxy]-1,3-dihydro-2H-indol-2-one), COC1=CC(=C(C=C1)S(=O)(=O)Cl)OC(F)(F)F (4-methoxy-2-(trifluoromethoxy)benzene sulfonyl chloride). Product: Cl.ClC=1C=C2C(C(N(C2=CC1)S(=O)(=O)C1=C(C=C(C=C1)OC)OC(F)(F)F)=O)(OCC(N1CCN(CC1)C1=NC=CC=C1)=O)C1=C(C=CC=C1)OC (5-chloro-3-(2-methoxyphenyl)-1-{[4-methoxy-2-(trifluoromethoxy)phenyl]sulfonyl}-3-[2-oxo-2-(4-pyridin-2-ylpiperazin-1-yl)ethoxy]-1,3-dihydro-2H-indol-2-one hydrochloride). RXN SMILES: [Cl:1][C:2]1[CH:3]=[C:4]2[C:8](=[CH:9][CH:10]=1)[NH:7][C:6](=[O:11])[C:5]2([C:28]1[CH:33]=[CH:32][CH:31]=[CH:30][C:29]=1[O:34][CH3:35])[O:12][CH2:13][C:14](=[O:27])[N:15]1[CH2:20][CH2:19][N:18]([C:21]2[CH:26]=[CH:25][CH:24]=[CH:23][N:22]=2)[CH2:17][CH2:16]1.[CH3:36][O:37][C:38]1[CH:43]=[CH:42][C:41]([S:44](Cl)(=[O:46])=[O:45])=[C:40]([O:48][C:49]([F:52])([F:51])[F:50])[CH:39]=1>>[ClH:1].[Cl:1][C:2]1[CH:3]=[C:4]2[C:8](=[CH:9][CH:10]=1)[N:7]([S:44]([C:41]1[CH:42]=[CH:43][C:38]([O:37][CH3:36])=[CH:39][C:40]=1[O:48][C:49]([F:50])([F:51])[F:52])(=[O:46])=[O:45])[C:6](=[O:11])[C:5]2([C:28]1[CH:33]=[CH:32][CH:31]=[CH:30][C:29]=1[O:34][CH3:35])[O:12][CH2:13][C:14](=[O:27])[N:15]1[CH2:20][CH2:19][N:18]([C:21]2[CH:26]=[CH:25][CH:24]=[CH:23][N:22]=2)[CH2:17][CH2:16]1 |f:2.3|. Procedure details: With 300 mg of the compound obtained in Step 54-1 and 201 mg of 4-methoxy-2-(trifluoromethoxy)benzene sulfonyl chloride as starting materials, 370 mg of free form of the title compound (yellow amorphous) was obtained by a similar method to Example 2. In a similar procedure to Example 43, by subjecting 335 mg of the obtained free form to salt formation and solidification, 314 mg of the title compound (colorless amorphous) was obtained. Starting materials: CCOC(=O)c1c(C)[nH]c(C(=O)O)c1C, ClCCl, [I-], I, [K+], [Na+], [Na+], O, O=S([O-])([O-])=S. Yields the product CCOC(=O)c1c(C)[nH]c(I)c1C. Reaction SMILES: [CH2:1]([CH3:2])[O:3][C:4](=[O:5])[c:6]1[c:7]([CH3:15])[c:8]([C:12]([OH:13])=[O:14])[nH:9][c:10]1[CH3:11].[Cl:26][CH2:27][Cl:28].[I-:17].[I:18].[K+:16].[Na+:24].[Na+:25].[OH2:29].[S:19]([O-:20])([O-:21])(=[O:22])=[S:23]>>[CH2:1]([CH3:2])[O:3][C:4](=[O:5])[c:6]1[c:7]([CH3:15])[c:8]([I:17])[nH:9][c:10]1[CH3:11]. Starting materials: CC1=C(C=CC(=C1)OC)N1CCC=2C(=NC=3C(=CC=CC3C21)OC(F)(F)F)Cl (1-(2-Methyl-4-methoxyphenyl)-4-chloro-6-trifluoromethoxy-2,3-dihydropyrrolo[3,2-c]quinoline), NCCCO (3-amino-1-propanol). The product is CC1=C(C=CC(=C1)OC)N1CCC=2C(=NC=3C(=CC=CC3C21)OC(F)(F)F)NCCCO (1-(2-methyl-4-methoxyphenyl)-4-[(3-hydroxypropyl)amino]-6-trifluoromethoxy-2,3-dihydropyrrolo[3,2-c]quinoline). Reaction SMILES: [CH3:1][C:2]1[CH:7]=[C:6]([O:8][CH3:9])[CH:5]=[CH:4][C:3]=1[N:10]1[C:22]2[C:21]3[CH:20]=[CH:19][CH:18]=[C:17]([O:23][C:24]([F:27])([F:26])[F:25])[C:16]=3[N:15]=[C:14](Cl)[C:13]=2[CH2:12][CH2:11]1.[NH2:29][CH2:30][CH2:31][CH2:32][OH:33]>>[CH3:1][C:2]1[CH:7]=[C:6]([O:8][CH3:9])[CH:5]=[CH:4][C:3]=1[N:10]1[C:22]2[C:21]3[CH:20]=[CH:19][CH:18]=[C:17]([O:23][C:24]([F:27])([F:26])[F:25])[C:16]=3[N:15]=[C:14]([NH:29][CH2:30][CH2:31][CH2:32][OH:33])[C:13]=2[CH2:12][CH2:11]1. Reported procedure: 1-(2-Methyl-4-methoxyphenyl)-4-chloro-6-trifluoromethoxy-2,3-dihydropyrrolo[3,2-c]quinoline(550 mg, 1.3 mmol) was dissolved in 3-amino-1-propanol(10 ml) in the pressure tube, and reacted at the same condition of Step 3 in the Example 23 to obtain 400 mg of desired compound as solid in 67% of yield. The reactants are O=C([O-])[O-], COc1ccc(CSC2CC(C(=O)c3ccc(OC)cc3)N(S(=O)(=O)c3ccc4ccccc4c3)C2)cc1, C[Si](C)(C)Cl, CS(C)=O, CO, O=C(O)C(F)(F)F, [K+], [K+], [K+], [Na+], [Na+], O=C([O-])[O-], O=S(=O)([O-])O, OC(CS)C(O)CS. Yields the product COc1ccc(C(=O)C2CC(S)CN2S(=O)(=O)c2ccc3ccccc3c2)cc1. As a reaction SMILES: [C:48](=[O:49])([O-:50])[O-:51].[CH3:1][O:2][c:3]1[cH:4][cH:5][c:6]([CH2:7][S:8][CH:9]2[CH2:10][CH:11]([C:27](=[O:28])[c:29]3[cH:30][cH:31][c:32]([O:35][CH3:36])[cH:33][cH:34]3)[N:12]([S:14](=[O:15])(=[O:16])[c:17]3[cH:18][c:19]4[cH:20][cH:21][cH:22][cH:23][c:24]4[cH:25][cH:26]3)[CH2:13]2)[cH:37][cH:38]1.[CH3:39][Si:40]([Cl:41])([CH3:42])[CH3:43].[CH3:44][S:45]([CH3:46])=[O:47].[CH3:81][OH:82].[F:74][C:75]([F:76])([F:77])[C:78]([OH:79])=[O:80].[K+:54].[K+:55].[K+:73].[Na+:52].[Na+:53].[O-:56][C:57]([O-:58])=[O:59].[S:68](=[O:69])(=[O:70])([OH:71])[O-:72].[SH:60][CH2:61][CH:62]([OH:63])[CH:64]([OH:65])[CH2:66][SH:67]>>[SH:8][CH:9]1[CH2:10][CH:11]([C:27](=[O:28])[c:29]2[cH:30][cH:31][c:32]([O:35][CH3:36])[cH:33][cH:34]2)[N:12]([S:14](=[O:15])(=[O:16])[c:17]2[cH:18][c:19]3[cH:20][cH:21][cH:22][cH:23][c:24]3[cH:25][cH:26]2)[CH2:13]1.